This data is from the Open Reaction Database (ORD), a public repository of structured organic reaction records. The task is: describe an organic reaction: reactants, conditions, products, and yield Starting materials: FC1=CC=C(C=C1)C1=NN(C=C1C=1C=CC=2N(C1)C(=CN2)C(=O)OC)C(C2=CC=CC=C2)(C2=CC=CC=C2)C2=CC=CC=C2 (methyl 6-[3-(4-fluorophenyl)-1-trityl-1H-pyrazol-4-yl]imidazo[1,2-a]pyridine-3-carboxylate), O.NN (hydrazine monohydrate). Solvent: C(C)O (ethanol). Yields the product FC1=CC=C(C=C1)C1=NN(C=C1C=1C=CC=2N(C1)C(=CN2)C(=O)NN)C(C2=CC=CC=C2)(C2=CC=CC=C2)C2=CC=CC=C2 (6-[3-(4-Fluorophenyl)-1-trityl-1H-pyrazol-4-yl]imidazo[1,2-a]pyridine-3-carboxylic acid hydrazide). RXN SMILES: [F:1][C:2]1[CH:7]=[CH:6][C:5]([C:8]2[C:12]([C:13]3[CH:14]=[CH:15][C:16]4[N:17]([C:19]([C:22]([O:24]C)=O)=[CH:20][N:21]=4)[CH:18]=3)=[CH:11][N:10]([C:26]([C:39]3[CH:44]=[CH:43][CH:42]=[CH:41][CH:40]=3)([C:33]3[CH:38]=[CH:37][CH:36]=[CH:35][CH:34]=3)[C:27]3[CH:32]=[CH:31][CH:30]=[CH:29][CH:28]=3)[N:9]=2)=[CH:4][CH:3]=1.O.[NH2:46][NH2:47]>C(O)C>[F:1][C:2]1[CH:7]=[CH:6][C:5]([C:8]2[C:12]([C:13]3[CH:14]=[CH:15][C:16]4[N:17]([C:19]([C:22]([NH:46][NH2:47])=[O:24])=[CH:20][N:21]=4)[CH:18]=3)=[CH:11][N:10]([C:26]([C:27]3[CH:32]=[CH:31][CH:30]=[CH:29][CH:28]=3)([C:39]3[CH:44]=[CH:43][CH:42]=[CH:41][CH:40]=3)[C:33]3[CH:38]=[CH:37][CH:36]=[CH:35][CH:34]=3)[N:9]=2)=[CH:4][CH:3]=1 |f:1.2|. Reported procedure: A mixture of 740 mg methyl 6-[3-(4-fluorophenyl)-1-trityl-1H-pyrazol-4-yl]imidazo[1,2-a]pyridine-3-carboxylate (compound in Production Example 273), 0.32 mL hydrazine monohydrate and 20 mL ethanol was heated for 6 hours under reflux. The reaction solution was evaporated, and the resulting residue was purified by NH silica gel column chromatography (ethyl acetate/hexane) to give 283 mg of the title compound as a color amorphous. Starting materials: C(C)OC(C1=CC=C(C=C1)N1CCN(CC1)C1=NC=C(C=C1)C(NC1=CC(=C(C=C1)Cl)I)=O)=O (4-{4-[5-(4-chloro-3-iodo-phenylcarbamoyl)-pyridin-2-yl]-piperazin-1-yl}-benzoic acid ethyl ester), LiOH monohydrate, C(C)(C)(C)C=1C=C(C=CC1)NC(=O)C=1C=CC(=NC1)N1CCN(CC1)C1=CC=C(C(=O)O)C=C1 (4-{4-[5-(3-tert-butyl-phenylcarbamoyl)-pyridin-2-yl]-piperazin-1-yl}-benzoic acid). Yields the product ClC1=C(C=C(C=C1)NC(=O)C=1C=CC(=NC1)N1CCN(CC1)C1=CC=C(C(=O)O)C=C1)I (4-{4-[5-(4-Chloro-3-iodo-phenylcarbamoyl)-pyridin-2-yl]-piperazin-1-yl}-benzoic acid). As a reaction SMILES: C([O:3][C:4](=[O:34])[C:5]1[CH:10]=[CH:9][C:8]([N:11]2[CH2:16][CH2:15][N:14]([C:17]3[CH:22]=[CH:21][C:20]([C:23](=[O:33])[NH:24][C:25]4[CH:30]=[CH:29][C:28]([Cl:31])=[C:27]([I:32])[CH:26]=4)=[CH:19][N:18]=3)[CH2:13][CH2:12]2)=[CH:7][CH:6]=1)C.C(C1C=C(NC(C2C=CC(N3CCN(C4C=CC(C(O)=O)=CC=4)CC3)=NC=2)=O)C=CC=1)(C)(C)C>>[Cl:31][C:28]1[CH:29]=[CH:30][C:25]([NH:24][C:23]([C:20]2[CH:21]=[CH:22][C:17]([N:14]3[CH2:13][CH2:12][N:11]([C:8]4[CH:9]=[CH:10][C:5]([C:4]([OH:34])=[O:3])=[CH:6][CH:7]=4)[CH2:16][CH2:15]3)=[N:18][CH:19]=2)=[O:33])=[CH:26][C:27]=1[I:32]. Reported procedure: 4-{4-[5-(4-Chloro-3-iodo-phenylcarbamoyl)-pyridin-2-yl]-piperazin-1-yl}-benzoic acid was prepared by the hydrolysis of 4-{4-[5-(4-chloro-3-iodo-phenylcarbamoyl)-pyridin-2-yl]-piperazin-1-yl}-benzoic acid ethyl ester with LiOH monohydrate in manner similar to the one described in the synthesis of 4-{4-[5-(3-tert-butyl-phenylcarbamoyl)-pyridin-2-yl]-piperazin-1-yl}-benzoic acid, above. The product was obtained after suspension in small volume of EtOAc and filtration. HRMS m/z calcd for C23H20N4O3C... RXN SMILES: C([Li])CCC.Br[C:7]1[CH:12]=[C:11]([F:13])[C:10]([Br:14])=[CH:9][C:8]=1[F:15].[CH2:16]([O:18]CC)C>O>[Br:14][C:10]1[C:11]([F:13])=[CH:12][C:7]([CH:16]=[O:18])=[C:8]([F:15])[CH:9]=1. Run at temperature 0 celsius, time 1 hour. Reported procedure: n-Butyllithium (1.95M in hexanes, 10.2 ml)) was added dropwise to a stirred solution of 1,4-dibromo-2,5-difluorobenzene (5 g, 18.4 mmol) in diethyl ether (60 ml) at −70° C. After 1 h, the solution was warmed to 0° C. over 1 h, diluted with water, the layers separated and the ether layer dried over sodium sulphate and evaporated. Purification by column chromatography (Biotage), eluting with 5% ethyl acetate/hexane, gave a yellow oil (1.82 g). The solvent is O (water). Starting materials: C(CCC)[Li] (n-Butyllithium), BrC1=C(C=C(C(=C1)F)Br)F (1,4-dibromo-2,5-difluorobenzene), C(C)OCC (diethyl ether). Product: BrC1=CC(=C(C=O)C=C1F)F (4-Bromo-2,5-difluorobenzaldehyde).